Dataset: the Open Reaction Database (ORD), a public repository of structured organic reaction records. Task: describe an organic reaction: reactants, conditions, products, and yield Reactants: ClC1=CC2=C(C(=N1)C#N)N=CN2C (6-chloro-1-methyl-1H-imidazo[4,5-c]pyridine-4-carbonitrile), OCCOC1=C(C=C(C=C1)B(O)O)C(F)(F)F (4-(2-hydroxyethoxy)-3-(trifluoromethyl)phenylboronic acid), C1(CCCCC1)P(C1CCCCC1)C1CCCCC1 (tricyclohexylphosphine), P(=O)([O-])([O-])[O-].[K+].[K+].[K+] (potassium phosphate). The reagents and catalysts are C=1C=CC(=CC1)/C=C/C(=O)/C=C/C2=CC=CC=C2.C=1C=CC(=CC1)/C=C/C(=O)/C=C/C2=CC=CC=C2.C=1C=CC(=CC1)/C=C/C(=O)/C=C/C2=CC=CC=C2.[Pd].[Pd] (tris(dibenzylideneacetone)dipalladium). The solvent is O1CCOCC1 (dioxane), O (water), C(C)(=O)OCC (ethyl acetate). Run at temperature 100 celsius. The product is OCCOC1=C(C=C(C=C1)C1=CC2=C(C(=N1)C#N)N=CN2C)C(F)(F)F (6-[4-(2-hydroxyethoxy)-3-(trifluoromethyl)-phenyl]-1-methyl-1H-imidazo[4,5-c]pyridine-4-carbonitrile). Isolated yield 75.8%. RXN SMILES: Cl[C:2]1[N:7]=[C:6]([C:8]#[N:9])[C:5]2[N:10]=[CH:11][N:12]([CH3:13])[C:4]=2[CH:3]=1.[OH:14][CH2:15][CH2:16][O:17][C:18]1[CH:23]=[CH:22][C:21](B(O)O)=[CH:20][C:19]=1[C:27]([F:30])([F:29])[F:28].C1(P(C2CCCCC2)C2CCCCC2)CCCCC1.P([O-])([O-])([O-])=O.[K+].[K+].[K+]>O1CCOCC1.O.C(OCC)(=O)C.C1C=CC(/C=C/C(/C=C/C2C=CC=CC=2)=O)=CC=1.C1C=CC(/C=C/C(/C=C/C2C=CC=CC=2)=O)=CC=1.C1C=CC(/C=C/C(/C=C/C2C=CC=CC=2)=O)=CC=1.[Pd].[Pd]>[OH:14][CH2:15][CH2:16][O:17][C:18]1[CH:23]=[CH:22][C:21]([C:2]2[N:7]=[C:6]([C:8]#[N:9])[C:5]3[N:10]=[CH:11][N:12]([CH3:13])[C:4]=3[CH:3]=2)=[CH:20][C:19]=1[C:27]([F:28])([F:29])[F:30] |f:3.4.5.6,10.11.12.13.14|. Procedure details: A mixture of 6-chloro-1-methyl-1H-imidazo[4,5-c]pyridine-4-carbonitrile (0.75 g), 4-(2-hydroxyethoxy)-3-(trifluoromethyl)phenylboronic acid (1.46 g), tris(dibenzylideneacetone)dipalladium (0.18 g), tricyclohexylphosphine (0.13 g) and tribasic potassium phosphate (1.65 g) in dioxane (7.5 ml) and water (3 ml) was heated at 100° C. under N2 for 3 hours. The mixture was then diluted with ethyl acetate (100 ml), organic layer seperated and solvent removed under reduced pressure, the residue was then ... Reactants: C(C)OC(CN)OCC (2,2-diethoxyethanamine), BrCC1CCCCC1 (bromomethylcyclohexane). Run at time 8 hour. The product is C1(CCCCC1)CNCC(OCC)OCC (N-(cyclohexylmethyl)-2,2-diethoxyethanamine). Yield: 29.6%. As a reaction SMILES: [CH2:1]([O:3][CH:4]([O:7][CH2:8][CH3:9])[CH2:5][NH2:6])[CH3:2].Br[CH2:11][CH:12]1[CH2:17][CH2:16][CH2:15][CH2:14][CH2:13]1>>[CH:12]1([CH2:11][NH:6][CH2:5][CH:4]([O:7][CH2:8][CH3:9])[O:3][CH2:1][CH3:2])[CH2:17][CH2:16][CH2:15][CH2:14][CH2:13]1. Reported procedure: According to the procedure described in the synthesis method of Compound IX-5 with the modification that the reaction was carried out overnight, 2,2-diethoxyethanamine (5.82 ml, 40 mmol) was reacted with bromomethylcyclohexane (2.77 ml, 20 mmol) and the obtained residue was purified by Büch silica gel column chromatography (eluent: chloroform:methanol=100:0 to 98:2) to obtain the title compound (1.36 g, 30%). Product: CSC1=C(c2cc3ccccc3s2)N2CCN=C2S1. RXN SMILES: [CH2:1]([Li:2])[CH2:3][CH2:4][CH3:5].[CH3:23][S:24][S:25][CH3:26].[Cl-:27].[NH4+:28].[O:29]1[CH2:30][CH2:31][CH2:32][CH2:33]1.[s:6]1[c:7]2[c:8]([cH:9][c:10]1[C:11]1=[CH:15][S:14][C:13]3=[N:16][CH2:17][CH2:18][N:12]13)[cH:19][cH:20][cH:21][cH:22]2>>[s:6]1[c:7]2[c:8]([cH:9][c:10]1[C:11]1=[C:15]([S:24][CH3:23])[S:14][C:13]3=[N:16][CH2:17][CH2:18][N:12]13)[cH:19][cH:20][cH:21][cH:22]2. The reactants are [Li]CCCC, CSSC, [Cl-], [NH4+], C1CCOC1, C1=C(c2cc3ccccc3s2)N2CCN=C2S1. The reactants are BrC=1C=C(C=CC1)N1C2=C(C=3C=C(C=CC13)C)CN(CC2)C (5-(3-bromophenyl)-2,8-dimethyl-2,3,4,5-tetrahydro-1H-pyrido[4,3-b]indole), CN1N=CC(=C1)B1OC(C)(C)C(C)(C)O1 (1-methylpyrazole-4-boronic acid pinacol ester), C(=O)([O-])[O-].[K+].[K+] (K2CO3), O (water). Reagents/catalysts: C=1C=CC(=CC1)[P](C=2C=CC=CC2)(C=3C=CC=CC3)[Pd]([P](C=4C=CC=CC4)(C=5C=CC=CC5)C=6C=CC=CC6)([P](C=7C=CC=CC7)(C=8C=CC=CC8)C=9C=CC=CC9)[P](C=1C=CC=CC1)(C=1C=CC=CC1)C=1C=CC=CC1 (Pd(PPh3)4). Solvent: COCCOC (DME). Run at temperature 90 celsius, time 45 minute. Product: CN1CC2=C(N(C=3C=CC(=CC23)C)C2=CC(=CC=C2)C=2C=NN(C2)C)CC1 (2,8-dimethyl-5-(3-(1-methyl-1H-pyrazol-4-yl)phenyl)-2,3,4,5-tetrahydro-1H-pyrido[4,3-b]indole). Reaction SMILES: Br[C:2]1[CH:3]=[C:4]([N:8]2[C:16]3[CH:15]=[CH:14][C:13]([CH3:17])=[CH:12][C:11]=3[C:10]3[CH2:18][N:19]([CH3:22])[CH2:20][CH2:21][C:9]2=3)[CH:5]=[CH:6][CH:7]=1.[CH3:23][N:24]1[CH:28]=[C:27](B2OC(C)(C)C(C)(C)O2)[CH:26]=[N:25]1.C([O-])([O-])=O.[K+].[K+].O>COCCOC.C1C=CC([P]([Pd]([P](C2C=CC=CC=2)(C2C=CC=CC=2)C2C=CC=CC=2)([P](C2C=CC=CC=2)(C2C=CC=CC=2)C2C=CC=CC=2)[P](C2C=CC=CC=2)(C2C=CC=CC=2)C2C=CC=CC=2)(C2C=CC=CC=2)C2C=CC=CC=2)=CC=1>[CH3:22][N:19]1[CH2:20][CH2:21][C:9]2[N:8]([C:4]3[CH:3]=[CH:2][CH:7]=[C:6]([C:27]4[CH:26]=[N:25][N:24]([CH3:23])[CH:28]=4)[CH:5]=3)[C:16]3[CH:15]=[CH:14][C:13]([CH3:17])=[CH:12][C:11]=3[C:10]=2[CH2:18]1 |f:2.3.4,^1:54,56,75,94|. Reported procedure: To a de-aerated solution of 5-(3-bromophenyl)-2,8-dimethyl-2,3,4,5-tetrahydro-1H-pyrido[4,3-b]indole (100 mg, 0.281 mmol), 1-methylpyrazole-4-boronic acid pinacol ester (116 mg, 0.557 mmol) and K2CO3 (120 mg, 0.845 mmol) in DME (4 mL)-water (2 mL) was added Pd(PPh3)4 (16 mg, 0.013 mmol). The reaction mixture was stirred at 90° C. for 45 min. The solvent was removed under reduced pressure, residue diluted with water (20 mL) and extracted with EtOAc (50 mL). The organic layer was dried over anhydr... The reactants are O=S(=O)(Cl)c1cc(Br)ccc1Cl, ClCCl, NC1CCC(O)CC1, c1ccncc1. Yields the product O=S(=O)(NC1CCC(O)CC1)c1cc(Br)ccc1Cl. Reaction SMILES: [Br:1][c:2]1[cH:3][cH:4][c:5]([Cl:12])[c:6]([S:8](=[O:9])(=[O:10])[Cl:11])[cH:7]1.[Cl:27][CH2:28][Cl:29].[NH2:19][CH:20]1[CH2:21][CH2:22][CH:23]([OH:26])[CH2:24][CH2:25]1.[cH:13]1[cH:14][cH:15][n:16][cH:17][cH:18]1>>[Br:1][c:2]1[cH:3][cH:4][c:5]([Cl:12])[c:6]([S:8](=[O:9])(=[O:10])[NH:19][CH:20]2[CH2:21][CH2:22][CH:23]([OH:26])[CH2:24][CH2:25]2)[cH:7]1. Starting materials: [OH-].[NH4+] (ammonium hydroxide), O (Water), NS(=O)(=O)C1=CC=C(C=C1)N1N=C(CC1C1=CC=C(C=C1)C)C(=O)O (1-(4-aminosulphonylphenyl)-4,5-dihydro-5-(4-methylphenyl)-1H-pyrazole-3-carboxylic acid), S(=O)(Cl)Cl (thionyl chloride). Run in C1CCOC1 (THF), O1CCCC1 (tetrahydrofuran), CO (methanol). Run at time 16 hour. Product: NS(=O)(=O)C1=CC=C(C=C1)N1N=C(CC1C1=CC=C(C=C1)C)C(=O)N (1-(4-aminosulphonylphenyl)-4,5-dihydro-5-(4-methylphenyl)-1H-pyrazole-3-carboxamide). Isolated yield 72.0%. RXN SMILES: [NH2:1][S:2]([C:5]1[CH:10]=[CH:9][C:8]([N:11]2[CH:15]([C:16]3[CH:21]=[CH:20][C:19]([CH3:22])=[CH:18][CH:17]=3)[CH2:14][C:13]([C:23](O)=[O:24])=[N:12]2)=[CH:7][CH:6]=1)(=[O:4])=[O:3].S(Cl)(Cl)=O.[OH-].[NH4+:31].O>O1CCCC1.CO>[NH2:1][S:2]([C:5]1[CH:10]=[CH:9][C:8]([N:11]2[CH:15]([C:16]3[CH:17]=[CH:18][C:19]([CH3:22])=[CH:20][CH:21]=3)[CH2:14][C:13]([C:23]([NH2:31])=[O:24])=[N:12]2)=[CH:7][CH:6]=1)(=[O:4])=[O:3] |f:2.3|. Procedure details: 1-(4-aminosulphonylphenyl)-4,5-dihydro-5-(4-methylphenyl)-1H-pyrazole-3-carboxylic acid (3.7 g, 10.3 mmoles) and thionyl chloride (3 g, 25.8 mmoles) are dissolved in 70 ml of tetrahydrofuran and shaken at room temperature for 16 hours. The mixture is evaporated to dryness with a rotavapour and the crude acid chloride so obtained dissolved in 30 ml of methanol in a globe of inert atmosphere and cooled to 0° C. 9 ml of concentrated ammonium hydroxide solution dissolved in 20 ml of THF is added. Th... Starting materials: ClC1=NC(=NC(=N1)Cl)Cl (2,4,6-trichloro-[1,3,5]-triazine), ON=C1CC2(CCN(CC2)C(=O)OCC2=CC=CC=C2)C2=CC=CC=C12 (benzyl 3-(hydroxyimino)-2,3-dihydrospiro[indene-1,4′-piperidine]-1′-carboxylate), O (Water). The solvent is CN(C)C=O (DMF), CN(C)C=O (DMF). Reaction conditions: temperature 25 celsius, time 8 hour. Yields the product O=C1NC2=CC=CC=C2C2(C1)CCN(CC2)C(=O)OCC2=CC=CC=C2 (benzyl 2′-oxo-2′,3′-dihydro-1′H-spiro[piperidine-4,4′-quinoline]-1-carboxylate). Yield: 16.0%. RXN SMILES: ClC1N=C(Cl)N=C(Cl)N=1.O[N:11]=[C:12]1[C:35]2[C:30](=[CH:31][CH:32]=[CH:33][CH:34]=2)[C:14]2([CH2:19][CH2:18][N:17]([C:20]([O:22][CH2:23][C:24]3[CH:29]=[CH:28][CH:27]=[CH:26][CH:25]=3)=[O:21])[CH2:16][CH2:15]2)[CH2:13]1.[OH2:36]>CN(C=O)C>[O:36]=[C:12]1[CH2:13][C:14]2([CH2:15][CH2:16][N:17]([C:20]([O:22][CH2:23][C:24]3[CH:29]=[CH:28][CH:27]=[CH:26][CH:25]=3)=[O:21])[CH2:18][CH2:19]2)[C:30]2[C:31](=[CH:32][CH:33]=[CH:34][CH:35]=2)[NH:11]1. Reported procedure: 2,4,6-trichloro-[1,3,5]-triazine (1.32 g, 7.16 mmol) was added to DMF (9.6 mL) maintained at 25° C. The reaction was monitored by TLC until TCT was consumed. Then benzyl 3-(hydroxyimino)-2,3-dihydrospiro[indene-1,4′-piperidine]-1′-carboxylate (1.6 g, 4.77 mmol) in DMF (17 mL) was added. After the addition, the mixture was stirred at room temperature overnight. Water was added. The mixture was extracted with EtOAc. The combined organic layers were washed with sat. Na2CO3, followed by 1N HCl and b...